Dataset: the Open Reaction Database (ORD), a public repository of structured organic reaction records. Task: describe an organic reaction: reactants, conditions, products, and yield Starting materials: O=C(N=C=S)c1ccccc1, C1CCOC1, C[Si](C)(C)N(C(=O)C(F)(F)F)[Si](C)(C)C, CC(N)(CCO)c1cc(Br)c(F)cc1F. Product: CC(CCO)(NC(=S)NC(=O)c1ccccc1)c1cc(Br)c(F)cc1F. Reaction SMILES: [C:31]([c:32]1[cH:33][cH:34][cH:35][cH:36][cH:37]1)(=[O:38])[N:39]=[C:40]=[S:41].[CH2:42]1[O:43][CH2:44][CH2:45][CH2:46]1.[CH3:16][Si:17]([N:18]([Si:19]([CH3:20])([CH3:21])[CH3:22])[C:23](=[O:24])[C:25]([F:26])([F:27])[F:28])([CH3:29])[CH3:30].[NH2:1][C:2]([CH2:3][CH2:4][OH:5])([CH3:6])[c:7]1[c:8]([F:15])[cH:9][c:10]([F:14])[c:11]([Br:13])[cH:12]1>>[NH:1]([C:2]([CH2:3][CH2:4][OH:5])([CH3:6])[c:7]1[c:8]([F:15])[cH:9][c:10]([F:14])[c:11]([Br:13])[cH:12]1)[C:40]([NH:39][C:31]([c:32]1[cH:33][cH:34][cH:35][cH:36][cH:37]1)=[O:38])=[S:41]. Starting materials: ClC1(C2CCC(C2C1=O)CCCCC(CC)OCC)Cl (6,6-dichloro-2-(5-ethoxyhept-1-yl)bicyclo[3.2.0]heptan-7-one), methoxy, C(C)OC(CCCCC1C=CCC1)CC (3-(5-ethoxyhept-1-yl)cyclopentene), [N+](=[N-])=C (diazomethane), ClCCCCC(CC)OCC (1-chloro-5-ethoxyheptane), 5-methoxy, ClC1(C(C2C(CCC12)CCCCC(CC)OCC)=O)Cl (7,7-dichloro-4-(5-ethoxyheptyl)bicyclo[3.2.0]heptan-6-one). Product: 2-(5-ethoxyhept-1-yl), ClC1(C2CCC(C2CC1=O)CCCCC(CC)OCC)Cl (6,6-dichloro-2-(5-ethoxyhept-1yl) bicyclo[3.3.0]octan-7-one). RXN SMILES: ClCCCCC(OCC)CC.[CH2:12]([O:14][CH:15]([CH2:25][CH3:26])[CH2:16][CH2:17][CH2:18][CH2:19][CH:20]1[CH2:24][CH2:23][CH:22]=[CH:21]1)[CH3:13].[Cl:27][C:28]1([Cl:46])[C:34](=[O:35])[CH:33]2C1CCC2CCCCC(OCC)CC.[N+](=C)=[N-]>>[Cl:27][C:28]1([Cl:46])[C:34](=[O:35])[CH2:33][CH:24]2[CH:23]1[CH2:22][CH2:21][CH:20]2[CH2:19][CH2:18][CH2:17][CH2:16][CH:15]([O:14][CH2:12][CH3:13])[CH2:25][CH3:26]. Reported procedure: The corresponding 2-(5-ethoxyhept-1-yl) homologs are prepared by substituting an equivalent amount of 1-chloro-5-ethoxyheptane in the Grignard reaction of Example 1 in place of the 5-methoxy homolog and using the reaction sequence shown above to prepare first the 3-(5-ethoxyhept-1-yl)cyclopentene, which is then converted to the 6,6-dichloro-2-(5-ethoxyhept-1-yl)bicyclo[3.2.0]heptan-7-one {7,7-dichloro-4-(5-ethoxyheptyl)bicyclo[3.2.0]heptan-6-one} of this invention. The diazomethane reaction desc... Starting materials: NN (hydrazine), lower alkanol, S1C(=CC=C1)S(=O)(=O)Cl (2-thiophenesulfonyl chloride). Yields the product S1C(=CC=C1)S(=O)(=O)NN (2-thiophenesulfonyl hydrazine). Reaction SMILES: [NH2:1][NH2:2].[S:3]1[CH:7]=[CH:6][CH:5]=[C:4]1[S:8](Cl)(=[O:10])=[O:9]>>[S:3]1[CH:7]=[CH:6][CH:5]=[C:4]1[S:8]([NH:1][NH2:2])(=[O:10])=[O:9]. Reported procedure: In the reaction, excess hydrazine in the presence of a solvent, advantageously a lower alkanol, is reacted with the 2-thiophenesulfonyl chloride to form a 2-thiophenesulfonyl hydrazine. In the reaction, the 2-thiophenesulfonyl chloride is gradually added to the hydrazine solution which is maintained at a low temperature, advantageously between about 5° and up to about 15° C. The reaction mixture is then allowed to warm to room temperature, the solvent is removed in vacuo and a mixture of a heavy... The reactants are O=C([O-])[O-], CI, Cc1ccccc1, CCCC[N+](CCCC)(CCCC)CCCC, [F-], [K+], [K+], O, CC(C)CCCCC(=O)CC(=O)c1ccccc1. As a reaction SMILES: [C:1](=[O:2])([O-:3])[O-:4].[CH3:43][I:44].[CH3:45][c:46]1[cH:47][cH:48][cH:49][cH:50][cH:51]1.[CH3:8][CH2:9][CH2:10][CH2:11][N+:12]([CH2:13][CH2:14][CH2:15][CH3:16])([CH2:17][CH2:18][CH2:19][CH3:20])[CH2:21][CH2:22][CH2:23][CH3:24].[F-:7].[K+:5].[K+:6].[OH2:52].[c:25]1([C:31]([CH2:32][C:33](=[O:34])[CH2:35][CH2:36][CH2:37][CH2:38][CH:39]([CH3:40])[CH3:41])=[O:42])[cH:26][cH:27][cH:28][cH:29][cH:30]1>>[CH3:1][CH:32]([C:31]([c:25]1[cH:26][cH:27][cH:28][cH:29][cH:30]1)=[O:42])[C:33](=[O:34])[CH2:35][CH2:36][CH2:37][CH2:38][CH:39]([CH3:40])[CH3:41]. Product: CC(C)CCCCC(=O)C(C)C(=O)c1ccccc1. Reactants: [Br-], C1CCOC1, CCCC[O-], C[P+](c1ccccc1)(c1ccccc1)c1ccccc1, O=CC1CCC(C2CCC(c3cc(F)c4c(c3)CCC(=O)O4)CC2)CC1, [K+], O. The product is C=CC1CCC(C2CCC(c3cc(F)c4c(c3)CCC(=O)O4)CC2)CC1. As a reaction SMILES: [Br-:34].[CH2:55]1[O:56][CH2:57][CH2:58][CH2:59]1.[CH3:1][CH2:2][CH2:3][CH2:4][O-:5].[CH3:35][P+:36]([c:37]1[cH:38][cH:39][cH:40][cH:41][cH:42]1)([c:43]1[cH:44][cH:45][cH:46][cH:47][cH:48]1)[c:49]1[cH:50][cH:51][cH:52][cH:53][cH:54]1.[CH:7](=[O:8])[CH:9]1[CH2:10][CH2:11][CH:12]([CH:15]2[CH2:16][CH2:17][CH:18]([c:21]3[cH:22][c:23]4[c:28]([c:29]([F:31])[cH:30]3)[O:27][C:26](=[O:32])[CH2:25][CH2:24]4)[CH2:19][CH2:20]2)[CH2:13][CH2:14]1.[K+:6].[OH2:33]>>[CH2:1]=[CH:7][CH:9]1[CH2:10][CH2:11][CH:12]([CH:15]2[CH2:16][CH2:17][CH:18]([c:21]3[cH:22][c:23]4[c:28]([c:29]([F:31])[cH:30]3)[O:27][C:26](=[O:32])[CH2:25][CH2:24]4)[CH2:19][CH2:20]2)[CH2:13][CH2:14]1.